From a dataset of the Open Reaction Database (ORD), a public repository of structured organic reaction records. describe an organic reaction: reactants, conditions, products, and yield Reactants: C1COCCN1, ClCCl, O=C(Cl)Cc1cccs1. Product: O=C(Cc1cccs1)N1CCOCC1. RXN SMILES: [CH2:10]1[CH2:11][O:12][CH2:13][CH2:14][NH:15]1.[CH2:16]([Cl:17])[Cl:18].[s:1]1[c:2]([CH2:6][C:7](=[O:8])[Cl:9])[cH:3][cH:4][cH:5]1>>[s:1]1[c:2]([CH2:6][C:7](=[O:8])[N:15]2[CH2:10][CH2:11][O:12][CH2:13][CH2:14]2)[cH:3][cH:4][cH:5]1. Product: COc1ccc(-c2nc(CCl)cs2)cc1. The reactants are COc1ccc(C(N)=S)cc1, COc1ccc(-c2nc(CCO)cs2)cc1, O=C(CCl)CCl. RXN SMILES: [CH3:17][O:18][c:19]1[cH:20][cH:21][c:22]([C:23]([NH2:24])=[S:25])[cH:26][cH:27]1.[CH3:1][O:2][c:3]1[cH:4][cH:5][c:6](-[c:9]2[s:10][cH:11][c:12]([CH2:14][CH2:15][OH:16])[n:13]2)[cH:7][cH:8]1.[Cl:28][CH2:29][C:30]([CH2:31][Cl:32])=[O:33]>>[CH3:1][O:2][c:3]1[cH:4][cH:5][c:6](-[c:9]2[s:10][cH:11][c:12]([CH2:14][Cl:28])[n:13]2)[cH:7][cH:8]1. Starting materials: ClC(=O)OC(=C)C (isopropenyl chloroformate), FC=1C=C(C=C(C1)OC(C(F)F)(F)F)[C@](CC1=CC=CC=C1)(N)C1=CC=C(C=C1)F ((R)-1-(3-fluoro-5-(1,1,2,2-tetrafluoroethoxy)phenyl)-1-(4-fluorophenyl)-2-phenylethanamine), C(=O)([O-])[O-].[K+].[K+] (K2CO3), O (H2O). The solvent is C1CCOC1 (THF). Run at time 8 hour. Product: FC=1C=C(C=C(C1)OC(C(F)F)(F)F)[C@@](CC1=CC=CC=C1)(C1=CC=C(C=C1)F)NC(OC(=C)C)=O ((R)-prop-1-en-2-yl 1-(3-fluoro-5-(1,1,2,2-tetrafluoroethoxy)phenyl)-1-(4-fluorophenyl)-2-phenylethylcarbamate). Reaction SMILES: [F:1][C:2]1[CH:3]=[C:4]([C@@:15]([C:24]2[CH:29]=[CH:28][C:27]([F:30])=[CH:26][CH:25]=2)([NH2:23])[CH2:16][C:17]2[CH:22]=[CH:21][CH:20]=[CH:19][CH:18]=2)[CH:5]=[C:6]([O:8][C:9]([F:14])([F:13])[CH:10]([F:12])[F:11])[CH:7]=1.O.C([O-])([O-])=O.[K+].[K+].Cl[C:39]([O:41][C:42]([CH3:44])=[CH2:43])=[O:40]>C1COCC1>[F:1][C:2]1[CH:3]=[C:4]([C@:15]([NH:23][C:39](=[O:40])[O:41][C:42]([CH3:44])=[CH2:43])([C:24]2[CH:29]=[CH:28][C:27]([F:30])=[CH:26][CH:25]=2)[CH2:16][C:17]2[CH:22]=[CH:21][CH:20]=[CH:19][CH:18]=2)[CH:5]=[C:6]([O:8][C:9]([F:14])([F:13])[CH:10]([F:12])[F:11])[CH:7]=1 |f:2.3.4|. Reported procedure: (R)-1-(3-fluoro-5-(1,1,2,2-tetrafluoroethoxy)phenyl)-1-(4-fluorophenyl)-2-phenylethanamine (48 mg, 0.11 mmol) was stirred in THF (0.5 mL) and H2O (0.05 mL) at room temperature. K2CO3 (100 mg, 0.72 mmol, 6.6 eq) was added followed by the addition of isopropenyl chloroformate (0.030 mL, 0.275 mmol, 2.5 eq). The reaction mixture was stirred at room temperature overnight. The mixture was filtered, and the filtrate concentrated to dryness to give crude (R)-prop-1-en-2-yl 1-(3-fluoro-5-(1,1,2,2-tetraf... Reactants: Cl (hydrochloric acid), O (water), NCCCN(C)CCCN (bis(3-aminopropyl)methylamine), CC1=NC(=NC(=C1)C)SC(=O)OC(C)(C)C (4,6-dimethyl-2-tert-butoxycarbonylthiopyrimidine). Isolated yield 70.8%. Procedure: Into 180 ml of water, was dissolved 150 g of bis(3-aminopropyl)methylamine followed by 53 g of triethylamine. To the solution, while being cooled in ice and stirred, was added portionwise a solution of 83 g (1/3 equivalent) of 4,6-dimethyl-2-tert-butoxycarbonylthiopyrimidine in 200 ml of dioxane. The mixture was allowed to react at room temperature for 5 hours. The reaction mixture was stripped of the dioxane and triethyl amine by disillation under reduced pressure. The residue was adjusted to p... RXN SMILES: O.[NH2:2][CH2:3][CH2:4][CH2:5][N:6]([CH2:8][CH2:9][CH2:10][NH2:11])[CH3:7].CC1C=C(C)N=C(S[C:21]([O:23][C:24]([CH3:27])([CH3:26])[CH3:25])=[O:22])N=1.Cl>O1CCOCC1.C(N(CC)CC)C>[C:24]([O:23][C:21]([NH:2][CH2:3][CH2:4][CH2:5][N:6]([CH2:8][CH2:9][CH2:10][NH2:11])[CH3:7])=[O:22])([CH3:27])([CH3:26])[CH3:25]. Yields the product C(C)(C)(C)OC(=O)NCCCN(C)CCCN ((3-tert-butoxycarbonylaminopropyl)-(3-aminopropyl)methylamine). Solvent: C(C)N(CC)CC (triethylamine), O1CCOCC1 (dioxane), C(C)N(CC)CC (triethyl amine), O1CCOCC1 (dioxane). Yields the product COc1ccc(C)nc1. As a reaction SMILES: [CH3:11][I:12].[CH3:14][S:15]([CH3:16])=[O:17].[K+:2].[OH-:1].[OH2:13].[OH:3][c:4]1[cH:5][cH:6][c:7]([CH3:10])[n:8][cH:9]1>>[O:3]([c:4]1[cH:5][cH:6][c:7]([CH3:10])[n:8][cH:9]1)[CH3:11]. Starting materials: CI, CS(C)=O, [K+], [OH-], O, Cc1ccc(O)cn1. Starting materials: FC(C(=O)OCC)(CCC(C(C(C(F)(F)F)(F)F)(F)F)(F)F)F (ethyl 2,2,5,5,6,6,7,7,8,8,8-undecafluorooctanoate), [OH-].[Na+] (sodium hydroxide), O (water), CO (methanol). As a reaction SMILES: [F:1][C:2]([F:23])([CH2:8][CH2:9][C:10]([F:22])([F:21])[C:11]([F:20])([F:19])[C:12]([F:18])([F:17])[C:13]([F:16])([F:15])[F:14])[C:3]([O:5]CC)=[O:4].[OH-].[Na+:25].O.CO>C(OCC)(=O)C>[F:1][C:2]([F:23])([CH2:8][CH2:9][C:10]([F:21])([F:22])[C:11]([F:19])([F:20])[C:12]([F:17])([F:18])[C:13]([F:14])([F:15])[F:16])[C:3]([O-:5])=[O:4].[Na+:25] |f:1.2,6.7|. The yield is 96.7%. Run in C(C)(=O)OCC (ethyl acetate). Procedure details: A mixture of ethyl 2,2,5,5,6,6,7,7,8,8,8-undecafluorooctanoate (46.4 g, 0.125 mol), sodium hydroxide (5.11 g, 0.128 mol), water (80 mL) and methanol (80 mL) was stirred at ambient temperature for 2 hr and at 50° C. for 2 hr. After cooling, ethyl acetate was added to extract the product. The organic layer was washed with brine and dried over magnesium sulfate, and then the solvent was removed in vacuo. After drying overnight under high vacuum, 44 g (96% yield) of sodium 2,2,5,5,6,6,7,7,8,8,8-unde... Reaction conditions: temperature 50 celsius, time 2 hour. Yields the product FC(C(=O)[O-])(CCC(C(C(C(F)(F)F)(F)F)(F)F)(F)F)F.[Na+] (sodium 2,2,5,5,6,6,7,7,8,8,8-undecafluorooctanoate). Reactants: ClC(=O)OCC1=CC=CC=C1 (benzyl chloroformate), Cl.NO (hydroxylamine hydrochloride). Product: 149, C(C1=CC=CC=C1)OC(NO)=O (benzyl-N-hydroxycarbamate). As a reaction SMILES: Cl[C:2]([O:4][CH2:5][C:6]1[CH:11]=[CH:10][CH:9]=[CH:8][CH:7]=1)=[O:3].Cl.[NH2:13][OH:14]>>[CH2:5]([O:4][C:2](=[O:3])[NH:13][OH:14])[C:6]1[CH:11]=[CH:10][CH:9]=[CH:8][CH:7]=1 |f:1.2|. Procedure details: 170.5 parts of benzyl chloroformate are reacted with 69.5 parts of ground hydroxylamine hydrochloride in a similar manner to Example 8 to give 149 parts of benzyl-N-hydroxycarbamate as a waxy solid.